Dataset: the Open Reaction Database (ORD), a public repository of structured organic reaction records. Task: describe an organic reaction: reactants, conditions, products, and yield Starting materials: FC1=CC2=C(NC(=N2)C2=NN(C=C2NC(=O)N2CCCCC2)C2OCCCC2)C=C1N1CCOCCC1 (N-[3-(5-fluoro-6-perhydro-1,4-oxazepin-4-yl-1H-benzimidazol-2-yl)-1-(tetrahydropyran-2-yl)-1H-pyrazol-4-yl]piperidine-1-carboxamide), solution, Cl (hydrochloric acid). Solvent: O1CCOCC1 (dioxane). Conditions: temperature 22 celsius. Yields the product FC1=CC2=C(NC(=N2)C2=NNC=C2NC(=O)N2CCCCC2)C=C1N1CCOCCC1 (N-[3-(5-fluoro-6-perhydro-1,4-oxazepin-4-yl-1H-benzimidazol-2-yl)-1H-pyrazol-4-yl]piperidine-1-carboxamide). The yield is 97.2%. As a reaction SMILES: [F:1][C:2]1[C:30]([N:31]2[CH2:37][CH2:36][CH2:35][O:34][CH2:33][CH2:32]2)=[CH:29][C:5]2[NH:6][C:7]([C:9]3[C:13]([NH:14][C:15]([N:17]4[CH2:22][CH2:21][CH2:20][CH2:19][CH2:18]4)=[O:16])=[CH:12][N:11](C4CCCCO4)[N:10]=3)=[N:8][C:4]=2[CH:3]=1.Cl>O1CCOCC1>[F:1][C:2]1[C:30]([N:31]2[CH2:37][CH2:36][CH2:35][O:34][CH2:33][CH2:32]2)=[CH:29][C:5]2[NH:6][C:7]([C:9]3[C:13]([NH:14][C:15]([N:17]4[CH2:22][CH2:21][CH2:20][CH2:19][CH2:18]4)=[O:16])=[CH:12][NH:11][N:10]=3)=[N:8][C:4]=2[CH:3]=1. Procedure: A solution of 80 mg of N-[3-(5-fluoro-6-perhydro-1,4-oxazepin-4-yl-1H-benzimidazol-2-yl)-1-(tetrahydropyran-2-yl)-1H-pyrazol-4-yl]piperidine-1-carboxamide in solution in 4 mL of a 4N solution of hydrochloric acid in dioxane is stirred at 22° C. for 1 hour. The reaction medium is concentrated under vacuum in a rotary evaporator, and then reacted again at 22° C. for 16 hours with 4 mL of a 4N solution of hydrochloric acid in dioxane is stirred at 22° C. The reaction medium is concentrated under va...